From a dataset of the Open Reaction Database (ORD), a public repository of structured organic reaction records. describe an organic reaction: reactants, conditions, products, and yield The reactants are ClCc1ccc2c(c1)OCO2, [I-], [K+], [K+], [Na+], O=C([O-])[O-], CN(C)C=O, c1cn(-c2ccc(OC3CCCNC3)nn2)cn1. Product: c1cn(-c2ccc(OC3CCCN(Cc4ccc5c(c4)OCO5)C3)nn2)cn1. As a reaction SMILES: [Cl:19][CH2:20][c:21]1[cH:22][c:23]2[c:24]([cH:28][cH:29]1)[O:25][CH2:26][O:27]2.[I-:36].[K+:30].[K+:31].[Na+:37].[O-:32][C:33]([O-:34])=[O:35].[O:38]=[CH:39][N:40]([CH3:41])[CH3:42].[n:1]1(-[c:6]2[cH:7][cH:8][c:9]([O:12][CH:13]3[CH2:14][NH:15][CH2:16][CH2:17][CH2:18]3)[n:10][n:11]2)[cH:2][n:3][cH:4][cH:5]1>>[n:1]1(-[c:6]2[cH:7][cH:8][c:9]([O:12][CH:13]3[CH2:14][N:15]([CH2:20][c:21]4[cH:22][c:23]5[c:24]([cH:28][cH:29]4)[O:25][CH2:26][O:27]5)[CH2:16][CH2:17][CH2:18]3)[n:10][n:11]2)[cH:2][n:3][cH:4][cH:5]1. RXN SMILES: [CH3:1][NH2:2].[C:3]([O:6][C@H:7]1[CH2:12][CH2:11][C@H:10]2[C@H:13]3[C@H:22]([CH2:23][CH2:24][C@:8]12[CH3:9])[C:21]1[CH:20]=[CH:19][C:18]([O:25][CH:26]2[CH2:31][CH2:30][CH2:29][CH2:28][O:27]2)=[CH:17][C:16]=1[CH2:15][C@H:14]3[CH2:32][CH2:33][CH2:34][CH2:35][CH2:36]OS(C1C=CC(C)=CC=1)(=O)=O)(=[O:5])[CH3:4]>O1CCCC1>[C:3]([O:6][C@H:7]1[CH2:12][CH2:11][C@H:10]2[C@H:13]3[C@H:22]([CH2:23][CH2:24][C@:8]12[CH3:9])[C:21]1[CH:20]=[CH:19][C:18]([O:25][CH:26]2[CH2:31][CH2:30][CH2:29][CH2:28][O:27]2)=[CH:17][C:16]=1[CH2:15][C@H:14]3[CH2:32][CH2:33][CH2:34][CH2:35][CH2:36][NH:2][CH3:1])(=[O:5])[CH3:4]. The yield is 79.8%. The solvent is O1CCCC1 (tetrahydrofuran). Procedure details: 6.3 g of methylamine is condensed in a pressure pipe while being cooled with ice in a solution of 8.2 g of 17β-acetoxy-3-(tetrahydropyran-2-yloxy)-7α-(5-p-toluenesulfonyloxypentyl)-estra-1,3,5(10)-triene in 80 ml of tetrahydrofuran. The closed pressure pipe is then heated for 6 hours to 60° C. After cooling, it is evaporated to dryness in a vacuum, and the residue is chromatographed on silica gel. 5.1 g of 17β-acetoxy-7α-(5-methylaminopentyl)-3-(tetrahydropyran-2-yloxy)-estra-1,3,5(10)-triene is... Starting materials: CN (methylamine), C(C)(=O)O[C@@H]1[C@]2(C)[C@@H](CC1)[C@@H]1[C@@H](CC=3C=C(C=CC3[C@H]1CC2)OC2OCCCC2)CCCCCOS(=O)(=O)C2=CC=C(C=C2)C (17β-acetoxy-3-(tetrahydropyran-2-yloxy)-7α-(5-p-toluenesulfonyloxypentyl)-estra-1,3,5(10)-triene). Yields the product C(C)(=O)O[C@@H]1[C@]2(C)[C@@H](CC1)[C@@H]1[C@@H](CC=3C=C(C=CC3[C@H]1CC2)OC2OCCCC2)CCCCCNC (17β-acetoxy-7α-(5-methylaminopentyl)-3-(tetrahydropyran-2-yloxy)-estra-1,3,5(10)-triene). The reactants are CC1([C@@H]([C@@H]1C=C(Br)Br)C(=O)O)C ((1R)cis-2,2-dimethyl-3-(2,2-dibromovinyl)-cyclopropane carboxylic acid), acid chloride, O(C1=CC=CC=C1)C=1C=C(CO)C=CC1 (3-phenoxybenzyl alcohol), acid chloride, S(=O)(Cl)Cl (thionyl chloride). The solvent is C1=CC=CC=C1 (benzene), N1=CC=CC=C1 (pyridine), N1=CC=CC=C1 (pyridine). Yields the product CC1([C@@H]([C@@H]1C=C(Br)Br)C(=O)OCC1=CC(=CC=C1)OC1=CC=CC=C1)C (3-phenoxybenzyl(1R)cis-2,2-dimethyl-3-(2,2-dibromovinyl)-cyclopropane carboxylate). RXN SMILES: [CH3:1][C:2]1([CH3:12])[C@@H:4]([CH:5]=[C:6]([Br:8])[Br:7])[C@H:3]1[C:9]([OH:11])=[O:10].S(Cl)(Cl)=O.[O:17]([C:24]1[CH:25]=[C:26]([CH:29]=[CH:30][CH:31]=1)[CH2:27]O)[C:18]1[CH:23]=[CH:22][CH:21]=[CH:20][CH:19]=1>N1C=CC=CC=1.C1C=CC=CC=1>[CH3:1][C:2]1([CH3:12])[C@@H:4]([CH:5]=[C:6]([Br:8])[Br:7])[C@H:3]1[C:9]([O:11][CH2:27][C:26]1[CH:29]=[CH:30][CH:31]=[C:24]([O:17][C:18]2[CH:23]=[CH:22][CH:21]=[CH:20][CH:19]=2)[CH:25]=1)=[O:10]. Procedure details: The carboxylic acid described above was converted to its acid chloride by reaction with thionyl chloride in pyridine as described in Example 17 and the resulting acid chloride reacted with 3-phenoxybenzyl alcohol in dry benzene in the presence of pyridine as described in Example 17 to give 3-phenoxybenzyl(1R)cis-2,2-dimethyl-3-(2,2-dibromovinyl)-cyclopropane carboxylate, m.p. 93°, nD 1.5848 (Compound P29A).